From a dataset of the Open Reaction Database (ORD), a public repository of structured organic reaction records. describe an organic reaction: reactants, conditions, products, and yield Procedure details: The title compound was prepared in the same manner as 4-(2,2-diphenylethyl)piperidine HCl starting from 4-[2,2-bis(4-fluorophenyl)ethenyl]piperidine, 0.15 molar hexane solvate. The resulting clear, colorless, oil was used directly in the next steps. Solvent: CCCCCC (hexane). Reactants: Cl.C1(=CC=CC=C1)C(CC1CCNCC1)C1=CC=CC=C1 (4-(2,2-diphenylethyl)piperidine HCl), FC1=CC=C(C=C1)C(=CC1CCNCC1)C1=CC=C(C=C1)F (4-[2,2-bis(4-fluorophenyl)ethenyl]piperidine). RXN SMILES: Cl.C1(C(C2C=CC=CC=2)CC2CCNCC2)C=CC=CC=1.[F:22][C:23]1[CH:28]=[CH:27][C:26]([C:29]([C:37]2[CH:42]=[CH:41][C:40]([F:43])=[CH:39][CH:38]=2)=[CH:30][CH:31]2[CH2:36][CH2:35][NH:34][CH2:33][CH2:32]2)=[CH:25][CH:24]=1>CCCCCC>[F:43][C:40]1[CH:41]=[CH:42][C:37]([CH:29]([C:26]2[CH:25]=[CH:24][C:23]([F:22])=[CH:28][CH:27]=2)[CH2:30][CH:31]2[CH2:36][CH2:35][NH:34][CH2:33][CH2:32]2)=[CH:38][CH:39]=1 |f:0.1|. The product is FC1=CC=C(C=C1)C(CC1CCNCC1)C1=CC=C(C=C1)F (4-[2,2-bis(4-fluorophenyl)ethyl]piperidine). Starting materials: C1CCOC1 (THF), C(C)[Mg]Br (ethylmagnesium bromide), C=O (paraformaldehyde). Conditions: time 45 minute. The product is C#CCC#CCCCCC (deca-1,4-diyne), C(C#CCC#CCCCCC)O (Undeca-2,5-diyn-1-ol). RXN SMILES: [CH2:1]([Mg]Br)[CH3:2].[CH2:5]=[O:6].[CH2:7]1[CH2:11]O[CH2:9][CH2:8]1>>[CH:9]#[C:8][CH2:7][C:11]#[C:11][CH2:7][CH2:8][CH2:9][CH2:1][CH3:2].[CH2:5]([OH:6])[C:9]#[C:8][CH2:7][C:11]#[C:11][CH2:7][CH2:8][CH2:9][CH2:1][CH3:2]. Reported procedure: A solution of deca-1,4-diyne in THF was prepared following the method indicated in Example 1 and then an equivalent of ethylmagnesium bromide was added thereto at 0°. The mixture was kept at 60° for 45 min. After having added 1,2 equivalent of paraformaldehyde, the mixture was brought to reflux for 3 h. Once cooled, it was extracted with petroleum ether 80:100° and the organic phases were washed with water, then with an aqueous solution saturated with NaCl, dried and evaporated. The obtained res...